From a dataset of the Open Reaction Database (ORD), a public repository of structured organic reaction records. describe an organic reaction: reactants, conditions, products, and yield Run at time 1 hour. Reactants: ice water, [H-].[Na+] (sodium hydride), ice water, ClC=1C=CC(=C(CO)C1)OC (5-chloro-2-methoxybenzyl alcohol), FC1=C(C#N)C(=CC=C1)F (2,6-difluorobenzonitrile), ice water. Reported procedure: To a cold (ice water) suspension of sodium hydride (472 mg; 11.8 mmol) in anhydrous DMF (5 mL) is added a solution of 5-chloro-2-methoxybenzyl alcohol (1.72 g; 9.7 mmol) in anhydrous DMF (5 mL) over 15 minutes. After allowing to room temperature over 1 hour, this solution is added to a cold (ice water) stirred solution of 2,6-difluorobenzonitrile (1.63 g; 11.3 mmol) in anhydrous DMF (8 mL), and allowed to room temperature over 3 hours. The reaction mixture is poured into ice water with vigorous ... Yields the product ClC=1C=CC(=C(COC2=C(C#N)C(=CC=C2)F)C1)OC (2-(5-chloro-2-methoxybenzyloxy)-6-fluorobenzonitrile). Yield: 80.6%. As a reaction SMILES: [H-].[Na+].[Cl:3][C:4]1[CH:5]=[CH:6][C:7]([O:12][CH3:13])=[C:8]([CH:11]=1)[CH2:9][OH:10].[F:14][C:15]1[CH:22]=[CH:21][CH:20]=[C:19](F)[C:16]=1[C:17]#[N:18]>CN(C=O)C>[Cl:3][C:4]1[CH:5]=[CH:6][C:7]([O:12][CH3:13])=[C:8]([CH:11]=1)[CH2:9][O:10][C:19]1[CH:20]=[CH:21][CH:22]=[C:15]([F:14])[C:16]=1[C:17]#[N:18] |f:0.1|. Run in CN(C)C=O (DMF), CN(C)C=O (DMF), CN(C)C=O (DMF). Starting materials: ClC=1C=C(C=CC1)C=1C=C2CCC(C2=CC1)=O (5-(3-chlorophenyl)indan-1-one), Br (HBr), BrBr (bromine), ice. Solvent: C(C)(=O)O (acetic acid), O (water), C(C)(=O)O (acetic acid), O (water). Reaction conditions: time 3 hour. Product: BrC1C(C2=CC=C(C=C2C1)C1=CC(=CC=C1)Cl)=O (2-Bromo-5-(3-chlorophenyl)indan-1-one), BrC1(C(C2=CC=C(C=C2C1)C1=CC(=CC=C1)Cl)=O)Br (2,2-dibromo-5-(3-chlorophenyl)indan-1-one). As a reaction SMILES: [Cl:1][C:2]1[CH:3]=[C:4]([C:8]2[CH:9]=[C:10]3[C:14](=[CH:15][CH:16]=2)[C:13](=[O:17])[CH2:12][CH2:11]3)[CH:5]=[CH:6][CH:7]=1.[BrH:18].[Br:19]Br>C(O)(=O)C.O>[Br:18][CH:12]1[CH2:11][C:10]2[C:14](=[CH:15][CH:16]=[C:8]([C:4]3[CH:5]=[CH:6][CH:7]=[C:2]([Cl:1])[CH:3]=3)[CH:9]=2)[C:13]1=[O:17].[Br:18][C:12]1([Br:19])[CH2:11][C:10]2[C:14](=[CH:15][CH:16]=[C:8]([C:4]3[CH:5]=[CH:6][CH:7]=[C:2]([Cl:1])[CH:3]=3)[CH:9]=2)[C:13]1=[O:17]. Procedure details: 2.42 g (10 mmol) of 5-(3-chlorophenyl)indan-1-one are dissolved in 30 ml of glacial acetic acid and, after addition of 10 μl of a 48% strength HBr solution in water, treated dropwise while stirring with a solution of 0.77 ml (15 mmol) of bromine in 7 ml of glacial acetic acid. After the reaction mixture has been stirred at room temperautre for 3 h, it is poured into a mixture of 100 g of ice with 70 ml of water and 100 mg of NaHSO3and stirred. The resulting 25 suspension is extracted by shaking ...